This data is from the Open Reaction Database (ORD), a public repository of structured organic reaction records. The task is: describe an organic reaction: reactants, conditions, products, and yield Starting materials: solution, CCC([BH-](C(CC)C)C(CC)C)C.[Li+] (L-Selectride), C1(=CC=C(C=C1)S(=O)(=O)N1N=C(C=C1)\C(\CC)=N\S(=O)C(C)(C)C)C (2-methyl-propane-2-sulfinic acid [1-[1-(toluene-4-sulfonyl)-1H-pyrazol-3-yl]-prop-(E)-ylidene]-amide). The solvent is C1CCOC1 (THF), C1CCOC1 (THF). Conditions: time 6 hour. Yields the product C1(=CC=C(C=C1)S(=O)(=O)N1N=C(C=C1)[C@H](CC)NS(=O)C(C)(C)C)C (2-methyl-propane-2-sulfinic acid {(S)-1-[1-(toluene-4-sulfonyl)-1H-pyrazol-3-yl]-propyl}-amide). Reaction SMILES: [C:1]1([CH3:25])[CH:6]=[CH:5][C:4]([S:7]([N:10]2[CH:14]=[CH:13][C:12](/[C:15](=[N:18]/[S:19]([C:21]([CH3:24])([CH3:23])[CH3:22])=[O:20])/[CH2:16][CH3:17])=[N:11]2)(=[O:9])=[O:8])=[CH:3][CH:2]=1.CCC(C)[BH-](C(C)CC)C(C)CC.[Li+]>C1COCC1>[C:1]1([CH3:25])[CH:2]=[CH:3][C:4]([S:7]([N:10]2[CH:14]=[CH:13][C:12]([C@@H:15]([NH:18][S:19]([C:21]([CH3:24])([CH3:23])[CH3:22])=[O:20])[CH2:16][CH3:17])=[N:11]2)(=[O:9])=[O:8])=[CH:5][CH:6]=1 |f:1.2|. Reported procedure: To a chilled (−78° C.) solution of 2-methyl-propane-2-sulfinic acid [1-[1-(toluene-4-sulfonyl)-1H-pyrazol-3-yl]-prop-(E)-ylidene]-amide (2.00 g, 5.24 mmol) in THF was added a 1 M solution of L-Selectride (5.27 mL, 5.27 mmol) in THF. After 6 hours, the reaction was quenched with saturated aqueous NH4Cl and extracted with EtOAc. The combined organic layers were washed with saturated aqueous NH4Cl, brine, dried over sodium sulfate, and concentrated in vacuo. The residue was purified by silica gel c... The reactants are FC1=CC=C(C#N)C=C1 (p-fluorobenzonitrile), O1CCOC12CCNCC2 (1,4-dioxa-8-azaspiro[4.5]decane), C(=O)([O-])[O-].[K+].[K+] (K2CO3), C(C)#N (acetonitrile). Run in CCOCC (ether), O (water). Conditions: time 3 day. The product is O1CCOC12CCN(CC2)C2=CC=C(C#N)C=C2 (4-(1,4-Dioxa-8-azaspiro[4.5]dec-8-yl)benzonitrile). Isolated yield 66.5%. As a reaction SMILES: F[C:2]1[CH:9]=[CH:8][C:5]([C:6]#[N:7])=[CH:4][CH:3]=1.[O:10]1[C:14]2([CH2:19][CH2:18][NH:17][CH2:16][CH2:15]2)[O:13][CH2:12][CH2:11]1.C([O-])([O-])=O.[K+].[K+].C(#N)C>O.CCOCC>[O:10]1[C:14]2([CH2:19][CH2:18][N:17]([C:2]3[CH:9]=[CH:8][C:5]([C:6]#[N:7])=[CH:4][CH:3]=3)[CH2:16][CH2:15]2)[O:13][CH2:12][CH2:11]1 |f:2.3.4|. Procedure: A mixture of 10 g (0.0825 mol) p-fluorobenzonitrile, 47 g (0.3282 mol) of 1,4-dioxa-8-azaspiro[4.5]decane, 17 g (0.123 mol) of K2CO3, and 100 ml of acetonitrile is stirred at 90°-100° C. for three days. The reaction mixture is allowed to cool to ambient temperature, diluted with water and extracted with methylene chloride. The combined extracts are washed with brine, dried over Na2SO4, and concentrated in vacuo to give a pasty solid. Trituration with ether furnishes 13.4 g (67%) of title compoun... Reactants: C1[C@@H](O1)CCl (R-(-)-epichlorohydrin), C(C1=CC=CC=C1)[N+](CC)(CC)CC (benzyltriethylammonium), C1(=CC=CC=C1)O (phenol), [OH-].[Na+] (sodium hydroxide). Run in CN(C=O)C (dimethylformamide). Conditions: time 40 minute. The product is C(C1CO1)OCC1CO1 (glycidyl ether). As a reaction SMILES: [C:1]1([OH:7])[CH:6]=[CH:5]C=CC=1.[CH2:8]1[O:10][C@H:9]1[CH2:11]Cl.C([N+](CC)(CC)CC)C1C=CC=CC=1.[OH-:27].[Na+]>CN(C)C=O>[CH2:11]([O:7][CH2:1][CH:6]1[O:27][CH2:5]1)[CH:9]1[O:10][CH2:8]1 |f:3.4|. Reported procedure: 2.50 g of a phenol derivative represented by the following formula: ##STR17## 4.25 g of R-(-)-epichlorohydrin (chemical purity: 98.5% or more, optical purity: 99% or more) and 20 mg of benzyltriethylammonium chrolide were dissolved in 3 ml of dimethylformamide. To the solution was added dropwise 24% by weight sodium hydroxide aqueous solution (1.2 equivalents) at 60° C. The reaction was conducted for 40 minutes at the same temperature, and then the reaction mixture was cooled to room temperature...